The task is: describe an organic reaction: reactants, conditions, products, and yield. This data is from the Open Reaction Database (ORD), a public repository of structured organic reaction records. The reactants are ClCCC1=C(N=C2N(C1=O)CCCC2)C (3-(2-chloroethyl)-2-methyl-6,7,8,9-tetrahydro-4H-pyrido[1,2-a]pyrimidin-4-one), N1CCC(CC1)C1=NOC2=C1C=CC(=C2)O (3-(piperidin-4-yl)benzo[d]isoxazol-6-ol), C([O-])([O-])=O.[Na+].[Na+] (sodium carbonate), [I-].[K+] (potassium iodide). Solvent: CN(C)C=O (DMF), O (water). The product is OC1=CC2=C(C(=NO2)C2CCN(CC2)CCC2=C(N=C3N(C2=O)CCCC3)C)C=C1 (3-(2-(4-(6-hydroxybenzo[d]isoxazol-3-yl)piperidin-1-yl)ethyl)-2-methyl-6,7,8,9-tetrahydro-4H-pyrido[1,2-a]pyrimidin-4-one). RXN SMILES: Cl[CH2:2][CH2:3][C:4]1[C:9](=[O:10])[N:8]2[CH2:11][CH2:12][CH2:13][CH2:14][C:7]2=[N:6][C:5]=1[CH3:15].[NH:16]1[CH2:21][CH2:20][CH:19]([C:22]2[C:26]3[CH:27]=[CH:28][C:29]([OH:31])=[CH:30][C:25]=3[O:24][N:23]=2)[CH2:18][CH2:17]1.C(=O)([O-])[O-].[Na+].[Na+].[I-].[K+]>CN(C=O)C.O>[OH:31][C:29]1[CH:28]=[CH:27][C:26]2[C:22]([CH:19]3[CH2:18][CH2:17][N:16]([CH2:2][CH2:3][C:4]4[C:9](=[O:10])[N:8]5[CH2:11][CH2:12][CH2:13][CH2:14][C:7]5=[N:6][C:5]=4[CH3:15])[CH2:21][CH2:20]3)=[N:23][O:24][C:25]=2[CH:30]=1 |f:2.3.4,5.6|. Procedure: A solution of 3-(2-chloroethyl)-2-methyl-6,7,8,9-tetrahydro-4H-pyrido[1,2-a]pyrimidin-4-one (14.4 g, 0.05 mmol), 3-(piperidin-4-yl)benzo[d]isoxazol-6-ol (14.0 g, 0.05 mmol), sodium carbonate (16.0 g, 0.15 mmol) and potassium iodide (spatula point) in DMF (150 mL) was stirred for 5 h at 80° C. The mixture was allowed to cool down to room temperature and water was added. The precipitate was removed by filtration, and the filtrate was extracted with chloroform (3×100 mL). The combined organic layer... The reactants are CCO, Cc1ccc(S(=O)(=O)OCC2CCc3[nH]c4ccc(F)cc4c3C2)cc1, N#C[Na]. The product is N#CCC1CCc2[nH]c3ccc(F)cc3c2C1. As a reaction SMILES: [CH3:30][CH2:31][OH:32].[F:1][c:2]1[cH:3][c:4]2[c:5]3[c:10]([nH:11][c:12]2[cH:13][cH:14]1)[CH2:9][CH2:8][CH:7]([CH2:15][O:16][S:17]([c:18]1[cH:19][cH:20][c:21]([CH3:22])[cH:23][cH:24]1)(=[O:25])=[O:26])[CH2:6]3.[Na:27][C:28]#[N:29]>>[F:1][c:2]1[cH:3][c:4]2[c:5]3[c:10]([nH:11][c:12]2[cH:13][cH:14]1)[CH2:9][CH2:8][CH:7]([CH2:15][C:28]#[N:29])[CH2:6]3. Reactants: N#Cc1ccccc1-c1ccc(CBr)cc1, CCSc1nc2c(C(=O)OC)sc(C)c2[nH]1, [H-], [Na+], CN(C)C=O, O. The product is CCSc1nc2c(C)sc(C(=O)OC)c2n1Cc1ccc(-c2ccccc2C#N)cc1. As a reaction SMILES: [C:19](#[N:20])[c:21]1[c:22](-[c:27]2[cH:28][cH:29][c:30]([CH2:33][Br:34])[cH:31][cH:32]2)[cH:23][cH:24][cH:25][cH:26]1.[CH2:1]([CH3:2])[S:3][c:4]1[nH:5][c:6]2[c:7]([n:8]1)[c:9]([C:13](=[O:14])[O:15][CH3:16])[s:10][c:11]2[CH3:12].[H-:17].[Na+:18].[O:36]=[CH:37][N:38]([CH3:39])[CH3:40].[OH2:35]>>[CH2:1]([CH3:2])[S:3][c:4]1[n:5][c:6]2[c:7]([n:8]1[CH2:33][c:30]1[cH:29][cH:28][c:27](-[c:22]3[c:21]([C:19]#[N:20])[cH:26][cH:25][cH:24][cH:23]3)[cH:32][cH:31]1)[c:9]([C:13](=[O:14])[O:15][CH3:16])[s:10][c:11]2[CH3:12]. The reactants are ClC1=C2C=CC=NC2=C(C(=C1)C(C)=O)N1CCN(CC1)C(=O)C=1C=NC=CC1 (1-{5-chloro-8-[4-(pyridin-3-ylcarbonyl)piperazin-1-yl]quinolin-7-yl}ethanone), C(C)(=O)[O-].[NH4+] (ammonium acetate), C(#N)[BH3-].[Na+] (sodium cyanoborohydride), O1CCCC1 (tetrahydrofuran). Solvent: CO (methanol), C(C)#N (acetonitrile). Run at temperature 65 celsius. Yields the product ClC1=C2C=CC=NC2=C(C(=C1)C(C)N)N1CCN(CC1)C(=O)C=1C=NC=CC1 (1-{5-Chloro-8-[4-(pyridin-3-ylcarbonyl)piperazin-1-yl]quinolin-7-yl}ethanamine). Reaction SMILES: [Cl:1][C:2]1[CH:11]=[C:10]([C:12](=O)[CH3:13])[C:9]([N:15]2[CH2:20][CH2:19][N:18]([C:21]([C:23]3[CH:24]=[N:25][CH:26]=[CH:27][CH:28]=3)=[O:22])[CH2:17][CH2:16]2)=[C:8]2[C:3]=1[CH:4]=[CH:5][CH:6]=[N:7]2.C([O-])(=O)C.[NH4+].C([BH3-])#[N:35].[Na+].O1CCCC1>CO.C(#N)C>[Cl:1][C:2]1[CH:11]=[C:10]([CH:12]([NH2:35])[CH3:13])[C:9]([N:15]2[CH2:20][CH2:19][N:18]([C:21]([C:23]3[CH:24]=[N:25][CH:26]=[CH:27][CH:28]=3)=[O:22])[CH2:17][CH2:16]2)=[C:8]2[C:3]=1[CH:4]=[CH:5][CH:6]=[N:7]2 |f:1.2,3.4|. Procedure: A mixture of 1-{5-chloro-8-[4-(pyridin-3-ylcarbonyl)piperazin-1-yl]quinolin-7-yl}ethanone (0.039 g, 0.099 mmol) and ammonium acetate (0.0761 g, 0.988 mmol) in methanol (0.4 mL) and acetonitrile (0.4 mL) was heated at 65° C. in a sealed tube for 1 hour. After cooling to room temperature, to the resulting mixture was added 1.0 M sodium cyanoborohydride in tetrahydrofuran (0.25 mL, 0.25 mmol). The reaction was heated at 65° C. overnight. The mixture was cooled to room temperature, quenched with sat... Reactants: 12.9, C(CCC)NC=1C(=CC(=CC1)CN1CCN(CC1)C(C1=CC=CC=C1)C1=CC=CC=C1)N (N1 -butyl-4-[4(diphenylmethyl)-1-piperazinylmethyl]-1,2-benzenediamine), Cl.OCC(OCC)=N (ethyl 2-hydroxyethanimidate hydrochloride), C(C)(=O)O (acetic acid). Conditions: time 8 hour. Yields the product C(CCC)N1C(=NC2=C1C=CC(=C2)CN2CCN(CC2)C(C2=CC=CC=C2)C2=CC=CC=C2)COC(C)=O ({1-butyl-5-[4-(diphenylmethyl)-1-piperazinylmethyl]-1H-benzimidazol-2-ylmethyl}acetate). Yield: 22.8%. RXN SMILES: [CH2:1]([NH:5][C:6]1[C:7]([NH2:32])=[CH:8][C:9]([CH2:12][N:13]2[CH2:18][CH2:17][N:16]([CH:19]([C:26]3[CH:31]=[CH:30][CH:29]=[CH:28][CH:27]=3)[C:20]3[CH:25]=[CH:24][CH:23]=[CH:22][CH:21]=3)[CH2:15][CH2:14]2)=[CH:10][CH:11]=1)[CH2:2][CH2:3][CH3:4].Cl.O[CH2:35][C:36](=N)[O:37][CH2:38][CH3:39].C(O)(=[O:43])C>>[CH2:1]([N:5]1[C:6]2[CH:11]=[CH:10][C:9]([CH2:12][N:13]3[CH2:18][CH2:17][N:16]([CH:19]([C:26]4[CH:27]=[CH:28][CH:29]=[CH:30][CH:31]=4)[C:20]4[CH:21]=[CH:22][CH:23]=[CH:24][CH:25]=4)[CH2:15][CH2:14]3)=[CH:8][C:7]=2[N:32]=[C:39]1[CH2:38][O:37][C:36](=[O:43])[CH3:35])[CH2:2][CH2:3][CH3:4] |f:1.2|. Procedure details: A mixture of 12.9 parts of N1 -butyl-4-[4(diphenylmethyl)-1-piperazinylmethyl]-1,2-benzenediamine, 4.6 parts of ethyl 2-hydroxyethanimidate hydrochloride and 100 parts of acetic acid is stirred overnight at room temperature. The whole is heated to reflux and stirring is continued for 3 hours at reflux temperature. The solvent is evaporated in vacuo and the residue is stirred in water. The free base is liberated in the conventional manner with ammonium hydroxide and extracted with trichloromethan... Starting materials: [OH-].[Na+] (sodium hydroxide), O1CCCC1 (tetrahydrofuran). Run in O (water). Conditions: time 24 hour. Product: C12C(CC(C=C1)C2)C(=O)O (5-norbornene-2-carboxylic acid). As a reaction SMILES: [OH-:1].[Na+].[O:3]1[CH2:7][CH2:6][CH2:5][CH2:4]1>O>[CH:6]12[CH2:7][CH:4]([CH:4]=[CH:5]1)[CH2:5][CH:6]2[C:7]([OH:3])=[O:1] |f:0.1|. Procedure details: 19.0 g (58.5 mmol) of the Diels-Alder adduct was dissolved in 115 ml of tetrahydrofuran, 12.9 g (300 mmol) of sodium hydroxide in 140 ml of water was added on ice cooling, the mixture was stirred at room temperature for 24 hours. After distilling off tetrahydrofuran, the product was neutralized with 27 ml of concentrated hydrochloric acid and extracted with a mixture solvent of hexane-methylene chloride (98:2) (100 ml×4). The extract was dried over anhydrous magnesium sulfate, the solution was f...